This data is from the Open Reaction Database (ORD), a public repository of structured organic reaction records. The task is: describe an organic reaction: reactants, conditions, products, and yield The reactants are Nc1ccc(Br)cn1, O, Cc1ccc(S(=O)(=O)Cl)cc1, c1ccncc1. Yields the product Cc1ccc(S(=O)(=O)Nc2ccc(Br)cn2)cc1. RXN SMILES: [NH2:1][c:2]1[n:3][cH:4][c:5]([Br:8])[cH:6][cH:7]1.[OH2:26].[c:15]1([CH3:25])[cH:16][cH:17][c:18]([S:21](=[O:22])(=[O:23])[Cl:24])[cH:19][cH:20]1.[cH:9]1[cH:10][cH:11][n:12][cH:13][cH:14]1>>[NH:1]([c:2]1[n:3][cH:4][c:5]([Br:8])[cH:6][cH:7]1)[S:21]([c:18]1[cH:17][cH:16][c:15]([CH3:25])[cH:20][cH:19]1)(=[O:22])=[O:23]. Starting materials: C1[C@@H]([C@H]([C@@H]([C@H](N1C(C2=CC=CC=C2)C3=CC=CC=C3)CO)O)O)O (N-benzhydryl-1-deoxynojirimycin), C1[C@@H]([C@H]([C@@H]([C@H](N1C(C2=CC=CC=C2)C3=CC=CC=C3)CO)O)O)O (N-Benzhydryl-1-deoxynojirimycin). Reagents/catalysts: O.[Pd].[C] (PD(OH)2 carbon). The solvent is CO (methanol). Conditions: time 2 hour. Product: C1[C@@H]([C@H]([C@@H]([C@H](N1)CO)O)O)O (1-deoxynojirimycin). Yield: 99.0%. Reaction SMILES: [CH2:1]1[N:6](C(C2C=CC=CC=2)C2C=CC=CC=2)[C@H:5]([CH2:20][OH:21])[C@@H:4]([OH:22])[C@H:3]([OH:23])[C@H:2]1[OH:24]>CO.O.[Pd].[C]>[CH2:1]1[NH:6][C@H:5]([CH2:20][OH:21])[C@@H:4]([OH:22])[C@H:3]([OH:23])[C@H:2]1[OH:24] |f:2.3.4|. Procedure details: A mixture of N-benzhydryl-1-deoxynojirimycin as prepared in Example 2 (Formula VI, 1.00 g, 3.06 mmol) and 20% PD(OH)2 /carbon (0.20 g) in 40 mL of methanol was hydrogenated (60 psig) in a Parr apparatus for 24 h. The mixture was filtered through Celite, and the filtrate was concentrated to a light grey foam. The foam was washed with hexane and then dissolved in water (10 mL) and stirred over Dowex® 50W-X8 ion exchange beads for 2 h. The beads were washed with 1N aqueous NH4OH solution until TLC ... Reactants: C(C)OC(OC=1C(NC(C1C1=C(C=CC(=C1)C)C)=O)CC1CCS(CC1)=O)=O (carbonic acid 4-(2,5-dimethyl-phenyl)-5-oxo-2-(1-oxo-hexahydro-1λ4-thiopyran-4-ylmethyl)-2,5-dihydro-1H-pyrrol-3-yl ester ethyl ester), FC(C(=O)N)(F)F (trifluoro-acetamide), C(C)(=O)OI(OC(C)=O)C1=CC=CC=C1 ((diacetoxyiodo)benzene), MgO. Reagents/catalysts: C(C)(=O)[O-].[Rh+3].C(C)(=O)[O-].C(C)(=O)[O-] (rhodium acetate). Solvent: C(Cl)Cl (CH2Cl2). Reaction conditions: time 2 hour. The product is C(C)OC(OC=1C(NC(C1C1=C(C=CC(=C1)C)C)=O)CC1CCS(CC1)(=NC(C(F)(F)F)=O)=O)=O (carbonic acid 4-(2,5-dimethyl-phenyl)-5-oxo-2-[1-oxo-1-(2,2,2-trifluoro-acetylimino)-hexahydro-1λ6-thiopyran-4-ylmethyl]-2,5-dihydro-1H-pyrrol-3-yl ester ethyl ester). RXN SMILES: [CH2:1]([O:3][C:4](=[O:28])[O:5][C:6]1[CH:7]([CH2:20][CH:21]2[CH2:26][CH2:25][S:24](=[O:27])[CH2:23][CH2:22]2)[NH:8][C:9](=[O:19])[C:10]=1[C:11]1[CH:16]=[C:15]([CH3:17])[CH:14]=[CH:13][C:12]=1[CH3:18])[CH3:2].[F:29][C:30]([F:35])([F:34])[C:31]([NH2:33])=[O:32].C(OI(C1C=CC=CC=1)OC(=O)C)(=O)C>C(Cl)Cl.C([O-])(=O)C.[Rh+3].C([O-])(=O)C.C([O-])(=O)C>[CH2:1]([O:3][C:4](=[O:28])[O:5][C:6]1[CH:7]([CH2:20][CH:21]2[CH2:26][CH2:25][S:24](=[O:27])(=[N:33][C:31](=[O:32])[C:30]([F:35])([F:34])[F:29])[CH2:23][CH2:22]2)[NH:8][C:9](=[O:19])[C:10]=1[C:11]1[CH:16]=[C:15]([CH3:17])[CH:14]=[CH:13][C:12]=1[CH3:18])[CH3:2] |f:4.5.6.7|. Procedure: A mixture of carbonic acid 4-(2,5-dimethyl-phenyl)-5-oxo-2-(1-oxo-hexahydro-1λ4-thiopyran-4-ylmethyl)-2,5-dihydro-1H-pyrrol-3-yl ester ethyl ester (191 mg, 0.47 mmol), trifluoro-acetamide (104 mg, 0.92 mmol), (diacetoxyiodo)benzene (246 mg, 0.76 mmol), MgO (75 mg, 1.8 mmol) and rhodium acetate (10 mg, 0.023 mmol) in 10 ml of CH2Cl2 was stirred at room temperature for 2 h. Then, it was filtered and the filtrate was concentrated under vacuum. The residue was purified by column chromatography on si...